This data is from the Open Reaction Database (ORD), a public repository of structured organic reaction records. The task is: describe an organic reaction: reactants, conditions, products, and yield Starting materials: OC=1C=C(N)C=CC1OC (3-hydroxy4-methoxyaniline), ClC=1C(=C(C(=C(C1F)Cl)F)S(=O)(=O)Cl)F (3,5-dichloro-2,4,6-trifluorophenylsulfonyl chloride). Yields the product ClC1=C(C(=C(C(=C1F)S(=O)(=O)NC1=CC(=C(C=C1)OC)O)F)Cl)F (1,3-Dichloro-2,4,6-trifluoro-5-[(3-hydroxy-4-methoxyphenyl)aminosulfonyl]benzene). As a reaction SMILES: [OH:1][C:2]1[CH:3]=[C:4]([CH:6]=[CH:7][C:8]=1[O:9][CH3:10])[NH2:5].[Cl:11][C:12]1[C:13]([F:25])=[C:14]([S:21](Cl)(=[O:23])=[O:22])[C:15]([F:20])=[C:16]([Cl:19])[C:17]=1[F:18]>>[Cl:11][C:12]1[C:13]([F:25])=[C:14]([S:21]([NH:5][C:4]2[CH:6]=[CH:7][C:8]([O:9][CH3:10])=[C:2]([OH:1])[CH:3]=2)(=[O:23])=[O:22])[C:15]([F:20])=[C:16]([Cl:19])[C:17]=1[F:18]. Procedure: The title compound was prepared in a manner similar to that described in Example 6 of WO 97/3-677, beginning with 3-hydroxy4-methoxyaniline and 3,5-dichloro-2,4,6-trifluorophenylsulfonyl chloride (Example A, above). Starting materials: C1(=CC=CC=C1)C(C1C(O1)C1=CC=CC=C1)=O (1,3-diphenyl-2,3-epoxy-1-propanone), CC(C)([O-])C.[K+] (potassium t-butoxide), C(=O)=O (carbon dioxide), C(=O)=O (dry ice), O (water). The solvent is C(C)O (ethanol), C(C)O (ethanol). Reaction conditions: time 2 minute. Yields the product C1(=CC=CC=C1)C(C(CC1=CC=CC=C1)=O)=O (1,3-diphenyl-1,2-propanedione). The yield is 65.0%. Reaction SMILES: [C:1]1([C:7](=[O:17])[CH:8]2[O:10][CH:9]2[C:11]2[CH:16]=[CH:15][CH:14]=[CH:13][CH:12]=2)[CH:6]=[CH:5][CH:4]=[CH:3][CH:2]=1.CC(C)([O-])C.[K+].O.C(=O)=O>C(O)C>[C:1]1([C:7](=[O:17])[C:8](=[O:10])[CH2:9][C:11]2[CH:12]=[CH:13][CH:14]=[CH:15][CH:16]=2)[CH:2]=[CH:3][CH:4]=[CH:5][CH:6]=1 |f:1.2|. Procedure details: To a boiling solution of 30 g 1,3-diphenyl-2,3-epoxy-1-propanone in 500 ml ethanol was rapidly added a hot solution of 30 g potassium t-butoxide in 500 ml ethanol. The mixture was kept boiling on a steambath for 2 minutes. It was then diluted with 3 l. water. The aqueous solution was saturated with carbon dioxide by the addition of small pieces of dry ice. The resulting emulsion was extracted with ether. The ether extracts were diluted with benzene, dried over sodium sulfate and evaporated under... Reactants: Formula XXXV, N1C(=NC=2C=NC=3C=CC=CC3C21)O (1H-imidazo[4,5-c]quinolinol), Formula XXIII, OC1CCN(CC1)C(=O)OC(C)(C)C (tert-butyl 4-hydroxy-1-piperdinecarboxylate), N1C(=NC=2C=NC=3C=CC=CC3C21)O (1H-imidazo[4,5-c]quinolinol), C1(=CC=CC=C1)P(C1=CC=CC=C1)C1=CC=CC=C1 (triphenylphosphine), C1CCOC1 (THF), Formula XXIII. The product is N(=NC(=O)OC(C)C)C(=O)OC(C)C (diisopropyl azodicarboxylate), Formula XXXVII. RXN SMILES: N1C2C3C=CC=CC=3N=CC=2[N:3]=[C:2]1[OH:14].C1(P([C:28]2[CH:33]=[CH:32]C=CC=2)C2C=CC=CC=2)C=CC=CC=1.OC1CC[N:38]([C:41]([O:43][C:44]([CH3:47])([CH3:46])C)=[O:42])CC1.C1C[O:51]CC1>>[N:3]([C:2]([O:14][CH:33]([CH3:32])[CH3:28])=[O:51])=[N:38][C:41]([O:43][CH:44]([CH3:46])[CH3:47])=[O:42]. Procedure: Alternatively, a compound of Formula XXXV can react with a 1H-imidazo[4,5-c]quinolinol of Formula XXIII under the Mitsunobu reaction conditions described in step (9) of Reaction Scheme I. For example, combining a 1H-imidazo[4,5-c]quinolinol of Formula XXIII, triphenylphosphine, and tert-butyl 4-hydroxy-1-piperdinecarboxylate in THF at 5° C. or ambient temperature and slowly adding diisopropyl azodicarboxylate provides a compound of Formula XXXVII wherein Za is a bond and R10 is pentylene. The reactants are COc1ccc2c(c1)CCC(c1ccccc1)=C2c1ccc(OCCN2CCCC2)cc1, CCO, Cl, [OH-], [OH-], [Pd+2]. Yields the product COc1ccc2c(c1)CCC(c1ccccc1)C2c1ccc(OCCN2CCCC2)cc1. Reaction SMILES: [CH3:2][O:3][c:4]1[cH:5][c:6]2[c:11]([cH:12][cH:13]1)[C:10]([c:14]1[cH:15][cH:16][c:17]([O:18][CH2:19][CH2:20][N:21]3[CH2:22][CH2:23][CH2:24][CH2:25]3)[cH:26][cH:27]1)=[C:9]([c:28]1[cH:29][cH:30][cH:31][cH:32][cH:33]1)[CH2:8][CH2:7]2.[CH3:34][CH2:35][OH:36].[ClH:1].[OH-:37].[OH-:39].[Pd+2:38]>>[CH3:2][O:3][c:4]1[cH:5][c:6]2[c:11]([cH:12][cH:13]1)[CH:10]([c:14]1[cH:15][cH:16][c:17]([O:18][CH2:19][CH2:20][N:21]3[CH2:22][CH2:23][CH2:24][CH2:25]3)[cH:26][cH:27]1)[CH:9]([c:28]1[cH:29][cH:30][cH:31][cH:32][cH:33]1)[CH2:8][CH2:7]2. Starting materials: Cl.N1CCC(CC1)NC(=O)C1C2=CC=CC=C2OC=2C=CC=CC12 (N-(piperidin-4-yl)xanthene-9-carboxamide hydrochloride), C([O-])(O)=O.[Na+] (sodium bicarbonate), C1(CCCCCCC1)C=O (cyclooctanecarbaldehyde), C(C)(=O)O[BH-](OC(C)=O)OC(C)=O.[Na+] (sodium triacetoxyborohydride). Run in O1CCCC1 (tetrahydrofuran). Conditions: time 12 hour. Product: C1(CCCCCCC1)CN1CCC(CC1)NC(=O)C1C2=CC=CC=C2OC=2C=CC=CC12 (N-[1-(cyclooctylmethyl)piperidin-4-yl]xanthene-9-carboxamide). Isolated yield 45.4%. As a reaction SMILES: Cl.[NH:2]1[CH2:7][CH2:6][CH:5]([NH:8][C:9]([CH:11]2[C:24]3[CH:23]=[CH:22][CH:21]=[CH:20][C:19]=3[O:18][C:17]3[C:12]2=[CH:13][CH:14]=[CH:15][CH:16]=3)=[O:10])[CH2:4][CH2:3]1.[CH:25]1([CH:33]=O)[CH2:32][CH2:31][CH2:30][CH2:29][CH2:28][CH2:27][CH2:26]1.C(O[BH-](OC(=O)C)OC(=O)C)(=O)C.[Na+].C(=O)(O)[O-].[Na+]>O1CCCC1>[CH:25]1([CH2:33][N:2]2[CH2:3][CH2:4][CH:5]([NH:8][C:9]([CH:11]3[C:12]4[CH:13]=[CH:14][CH:15]=[CH:16][C:17]=4[O:18][C:19]4[C:24]3=[CH:23][CH:22]=[CH:21][CH:20]=4)=[O:10])[CH2:6][CH2:7]2)[CH2:32][CH2:31][CH2:30][CH2:29][CH2:28][CH2:27][CH2:26]1 |f:0.1,3.4,5.6|. Reported procedure: 1.16 g of N-(piperidin-4-yl)xanthene-9-carboxamide hydrochloride and 586 mg of cyclooctanecarbaldehyde were suspended in 60 ml of tetrahydrofuran at room temperature, and 1.60 g of sodium triacetoxyborohydride was added thereto, followed by stirring for 12 hours at the same temperature. Saturated aqueous sodium bicarbonate was added to the reaction solution, followed by extraction with ethyl acetate. The organic layer was washed with saturated aqueous sodium chloride, followed by drying over anh... Starting materials: COC(=O)CNC(=O)c1cc(Cl)c(Oc2ccncc2C(=O)N2CCN(C3CC3)c3ccccc32)cc1Cl, CCN=C=NCCCN(C)C, CN(C)C=O, CCN(C(C)C)C(C)C, [Cl-], Cl, [NH4+], On1nnc2ccccc21. Yields the product NC(=O)c1cc(Cl)c(Oc2ccncc2C(=O)N2CCN(C3CC3)c3ccccc32)cc1Cl. RXN SMILES: [CH3:1][O:2][C:3](=[O:4])[CH2:38][NH:5][C:6]([c:7]1[c:8]([Cl:36])[cH:9][c:10]([O:14][c:15]2[c:16]([C:21](=[O:22])[N:23]3[CH2:24][CH2:25][N:26]([CH:33]4[CH2:34][CH2:35]4)[c:27]4[cH:28][cH:29][cH:30][cH:31][c:32]43)[cH:17][n:18][cH:19][cH:20]2)[c:11]([Cl:13])[cH:12]1)=[O:37].[CH3:61][N:62]([CH3:63])[CH2:64][CH2:65][CH2:66][N:67]=[C:68]=[N:69][CH2:70][CH3:71].[CH3:72][N:73]([CH3:74])[CH:75]=[O:76].[CH:51]([N:52]([CH2:53][CH3:54])[CH:55]([CH3:56])[CH3:57])([CH3:58])[CH3:59].[Cl-:39].[ClH:60].[NH4+:40].[OH:41][n:42]1[c:43]2[cH:44][cH:45][cH:46][cH:47][c:48]2[n:49][n:50]1>>[NH2:5][C:6]([c:7]1[c:8]([Cl:36])[cH:9][c:10]([O:14][c:15]2[c:16]([C:21](=[O:22])[N:23]3[CH2:24][CH2:25][N:26]([CH:33]4[CH2:34][CH2:35]4)[c:27]4[cH:28][cH:29][cH:30][cH:31][c:32]43)[cH:17][n:18][cH:19][cH:20]2)[c:11]([Cl:13])[cH:12]1)=[O:37].